Dataset: the Open Reaction Database (ORD), a public repository of structured organic reaction records. Task: describe an organic reaction: reactants, conditions, products, and yield Reactants: C=CCNCc1ccc(OC)cc1OC, C=CC(C)(C)C(NC(=O)OC(C)(C)C)C(=O)O, CN(C)C=O, CCN(C(C)C)C(C)C. Yields the product C=CCN(Cc1ccc(OC)cc1OC)C(=O)C(NC(=O)OC(C)(C)C)C(C)(C)C=C. As a reaction SMILES: [CH2:27]([CH:28]=[CH2:29])[NH:30][CH2:31][c:32]1[c:33]([O:40][CH3:41])[cH:34][c:35]([O:38][CH3:39])[cH:36][cH:37]1.[CH3:1][C:2]([CH3:3])([O:4][C:5](=[O:6])[NH:7][CH:8]([C:9](=[O:10])[OH:11])[C:12]([CH:13]=[CH2:14])([CH3:15])[CH3:16])[CH3:17].[CH3:42][N:43]([CH3:44])[CH:45]=[O:46].[CH:18]([N:19]([CH2:20][CH3:21])[CH:22]([CH3:23])[CH3:24])([CH3:25])[CH3:26]>>[CH3:1][C:2]([CH3:3])([O:4][C:5](=[O:6])[NH:7][CH:8]([C:9](=[O:11])[N:30]([CH2:27][CH:28]=[CH2:29])[CH2:31][c:32]1[c:33]([O:40][CH3:41])[cH:34][c:35]([O:38][CH3:39])[cH:36][cH:37]1)[C:12]([CH:13]=[CH2:14])([CH3:15])[CH3:16])[CH3:17]. Starting materials: [N+](=O)([O-])C=1C=C(C(N)=S)C=CC1 (3-nitrobenzothioamide), ClCC=O (2-chloroacetaldehyde), C(C)(=O)O (acetic acid), ice water, [OH-].[Na+] (NaOH). Run in C(C)(=O)OCC (Ethyl acetate). The product is [N+](=O)([O-])C=1C=C(C=CC1)C=1SC=CN1 (2-(3-Nitrophenyl)thiazole). Yield: 93.1%. As a reaction SMILES: [N+:1]([C:4]1[CH:5]=[C:6]([CH:10]=[CH:11][CH:12]=1)[C:7](=[S:9])[NH2:8])([O-:3])=[O:2].Cl[CH2:14][CH:15]=O.C(O)(=O)C.[OH-].[Na+]>C(OCC)(=O)C>[N+:1]([C:4]1[CH:5]=[C:6]([C:7]2[S:9][CH:14]=[CH:15][N:8]=2)[CH:10]=[CH:11][CH:12]=1)([O-:3])=[O:2] |f:3.4|. Reported procedure: A yellow suspension of 3-nitrobenzothioamide (2.0 g, 10.98 mmol), 2-chloroacetaldehyde (45% in H2O) (2.01 g, 11.53 mmol), and acetic acid (7.32 mL) was heated to reflux for 1 hour. The mixture was cooled to room temperature, poured into ice water, and rendered alkaline using 30 mL of 12 N NaOH solution. Ethyl acetate was then added, and the resulting emulsion was filtered through CELITE®. The aqueous layer was extracted twice with ethyl acetate, and the combined organic layers were dried over ma... Reactants: resultant solution, ClC=1C=C(C=CC1F)C12C3=C(CN(CC1)CC2)C=C(C=C3)C3=CC=C(N=N3)C(=O)NC (6-(5-(3-chloro-4-fluorophenyl)-1,3,4,5-tetrahydro-2,5-ethanobenzo[c]azepin-8-yl)-N-methylpyridazine-3-carboxamide), C(C)#N (acetonitrile), C([C@H](O)[C@@H](O)C(=O)O)(=O)O (L-tartaric acid). Solvent: O (water). The product is C(=O)(O)[C@H](O)[C@@H](O)C(=O)O.ClC=1C=C(C=CC1F)C12C3=C(CN(CC1)CC2)C=C(C=C3)C3=CC=C(N=N3)C(=O)NC (6-(5-(3-chloro-4-fluorophenyl)-1,3,4,5-tetrahydro-2,5-ethanobenzo[c]azepin-8-yl)-N-methylpyridazine-3-carboxamide, L-tartrate salt). The yield is 0.1%. RXN SMILES: [Cl:1][C:2]1[CH:3]=[C:4]([C:9]23[CH2:17][CH2:16][N:13]([CH2:14][CH2:15]2)[CH2:12][C:11]2[CH:18]=[C:19]([C:22]4[N:27]=[N:26][C:25]([C:28]([NH:30][CH3:31])=[O:29])=[CH:24][CH:23]=4)[CH:20]=[CH:21][C:10]3=2)[CH:5]=[CH:6][C:7]=1[F:8].C(#N)C.[C:35]([OH:44])(=[O:43])[C@@H:36]([C@H:38]([C:40]([OH:42])=[O:41])[OH:39])[OH:37]>O>[C:40]([C@@H:38]([C@H:36]([C:35]([OH:44])=[O:43])[OH:37])[OH:39])([OH:42])=[O:41].[Cl:1][C:2]1[CH:3]=[C:4]([C:9]23[CH2:15][CH2:14][N:13]([CH2:16][CH2:17]2)[CH2:12][C:11]2[CH:18]=[C:19]([C:22]4[N:27]=[N:26][C:25]([C:28]([NH:30][CH3:31])=[O:29])=[CH:24][CH:23]=4)[CH:20]=[CH:21][C:10]3=2)[CH:5]=[CH:6][C:7]=1[F:8] |f:4.5|. Procedure details: To the product from Step B (19 mg, 43 mmol) acetonitrile (0.5 mL) was added L-tartaric acid (6.5 mg, 43 mmol) in water (2 mL). The resultant solution was lyophilized for 48 hours to give 6-(5-(3-chloro-4-fluorophenyl)-1,3,4,5-tetrahydro-2,5-ethanobenzo[c]azepin-8-yl)-N-methylpyridazine-3-carboxamide, L-tartrate salt (22 mg, 98%, HPLC: 98.8%) as an off-white solid: 1H NMR (400 MHz, CD3OD): δ 8.32 (m, 2H), 8.16 (s, 1H), 7.91 (d, J=8.0 Hz, 1H), 7.53 (d, J=7.2 Hz, 1H), 7.37 (m, 2H), 6.62 (d, J=8.4 H...